The task is: describe an organic reaction: reactants, conditions, products, and yield. This data is from the Open Reaction Database (ORD), a public repository of structured organic reaction records. Product: CC(C)N(C(=O)CN1C(=O)C(Cc2n[nH]c3cc(F)ccc23)C(=O)N(c2ccccc2)c2ccccc21)c1ccc(OC(F)(F)F)cc1. Reactants: ClC(Cl)Cl, CC(C)N(C(=O)CN1C(=O)C(Cc2nn(C(=O)OC(C)(C)C)c3cc(F)ccc23)C(=O)N(c2ccccc2)c2ccccc21)c1ccc(OC(F)(F)F)cc1, O=C(O)C(F)(F)F. As a reaction SMILES: [Cl:63][CH:64]([Cl:65])[Cl:66].[F:1][c:2]1[cH:3][cH:4][c:5]2[c:6]([CH2:18][CH:19]3[C:20](=[O:55])[N:21]([c:49]4[cH:50][cH:51][cH:52][cH:53][cH:54]4)[c:22]4[c:23]([cH:45][cH:46][cH:47][cH:48]4)[N:24]([CH2:27][C:28](=[O:29])[N:30]([c:31]4[cH:32][cH:33][c:34]([O:37][C:38]([F:39])([F:40])[F:41])[cH:35][cH:36]4)[CH:42]([CH3:43])[CH3:44])[C:25]3=[O:26])[n:7][n:8]([C:11]([O:12][C:13]([CH3:14])([CH3:15])[CH3:16])=[O:17])[c:9]2[cH:10]1.[F:56][C:57]([F:58])([F:59])[C:60]([OH:61])=[O:62]>>[F:1][c:2]1[cH:3][cH:4][c:5]2[c:6]([CH2:18][CH:19]3[C:20](=[O:55])[N:21]([c:49]4[cH:50][cH:51][cH:52][cH:53][cH:54]4)[c:22]4[c:23]([cH:45][cH:46][cH:47][cH:48]4)[N:24]([CH2:27][C:28](=[O:29])[N:30]([c:31]4[cH:32][cH:33][c:34]([O:37][C:38]([F:39])([F:40])[F:41])[cH:35][cH:36]4)[CH:42]([CH3:43])[CH3:44])[C:25]3=[O:26])[n:7][nH:8][c:9]2[cH:10]1. The reactants are O=C([O-])[O-], C=C(C)CCl, Cc1cccc(O)c1[N+](=O)[O-], CS(C)=O, [I-], [K+], [K+], [K+], O. Product: C=C(C)COc1cccc(C)c1[N+](=O)[O-]. As a reaction SMILES: [C:12](=[O:13])([O-:14])[O-:15].[CH2:18]([C:19]([CH3:20])=[CH2:21])[Cl:22].[CH3:1][c:2]1[c:3]([N+:9](=[O:10])[O-:11])[c:4]([OH:8])[cH:5][cH:6][cH:7]1.[CH3:25][S:26](=[O:27])[CH3:28].[I-:24].[K+:16].[K+:17].[K+:23].[OH2:29]>>[CH3:1][c:2]1[c:3]([N+:9](=[O:10])[O-:11])[c:4]([O:8][CH2:21][C:19](=[CH2:18])[CH3:20])[cH:5][cH:6][cH:7]1.